Dataset: the Open Reaction Database (ORD), a public repository of structured organic reaction records. Task: describe an organic reaction: reactants, conditions, products, and yield The reactants are Cl.Cl.N12CC(C(CC1)CC2)N (racemic 1-azabicyclo[2.2.2]oct-3-ylamine dihydrochloride), IC1=CC=C(C=C1)/C=C/C(=O)O (E-3-(4-iodophenyl)propenoic acid). Yields the product N12CC(C(CC1)CC2)NC(\C=C\C2=CC=C(C=C2)I)=O ((RS)-N-(1-Azabicyclo[2.2.2]oct-3-yl)[E-3-(4-iodophenyl)propenamide]). Reaction SMILES: Cl.Cl.[N:3]12[CH2:10][CH2:9][CH:6]([CH2:7][CH2:8]1)[CH:5]([NH2:11])[CH2:4]2.[I:12][C:13]1[CH:18]=[CH:17][C:16](/[CH:19]=[CH:20]/[C:21](O)=[O:22])=[CH:15][CH:14]=1>>[N:3]12[CH2:10][CH2:9][CH:6]([CH2:7][CH2:8]1)[CH:5]([NH:11][C:21](=[O:22])/[CH:20]=[CH:19]/[C:16]1[CH:17]=[CH:18][C:13]([I:12])=[CH:14][CH:15]=1)[CH2:4]2 |f:0.1.2|. Procedure details: Prepared as a free base by a method analogous to that described in Example 1 from racemic 1-azabicyclo[2.2.2]oct-3-ylamine dihydrochloride and E-3-(4-iodophenyl)propenoic acid; MS (ES+) 357 (MH+). The reactants are BrCCCCBr, O=C([O-])[O-], CN(C)C=O, [K+], [K+], O, Cc1cc(C)c2c(=O)n(-c3ccccc3)c(=O)[nH]c2n1. RXN SMILES: [Br:21][CH2:22][CH2:23][CH2:24][CH2:25][Br:26].[C:27](=[O:28])([O-:29])[O-:30].[CH3:33][N:34]([CH3:35])[CH:36]=[O:37].[K+:31].[K+:32].[OH2:38].[c:1]1(-[n:7]2[c:8](=[O:20])[nH:9][c:10]3[c:11]([c:12]2=[O:13])[c:14]([CH3:19])[cH:15][c:16]([CH3:18])[n:17]3)[cH:2][cH:3][cH:4][cH:5][cH:6]1>>[c:1]1(-[n:7]2[c:8](=[O:20])[n:9]([CH2:25][CH2:24][CH2:23][CH2:22][Br:21])[c:10]3[c:11]([c:12]2=[O:13])[c:14]([CH3:19])[cH:15][c:16]([CH3:18])[n:17]3)[cH:2][cH:3][cH:4][cH:5][cH:6]1. Product: Cc1cc(C)c2c(=O)n(-c3ccccc3)c(=O)n(CCCCBr)c2n1. Reactants: Brc1ccccc1, C1CCOC1, [Cl-], [Mg], [NH4+], O=Cc1ccc(-c2ccccc2)cc1. Product: OC(c1ccccc1)c1ccc(-c2ccccc2)cc1. RXN SMILES: [Br:1][c:2]1[cH:3][cH:4][cH:5][cH:6][cH:7]1.[CH2:25]1[O:26][CH2:27][CH2:28][CH2:29]1.[Cl-:23].[Mg:8].[NH4+:24].[c:9]1(-[c:17]2[cH:18][cH:19][cH:20][cH:21][cH:22]2)[cH:10][cH:11][c:12]([CH:15]=[O:16])[cH:13][cH:14]1>>[c:2]1([CH:15]([c:12]2[cH:11][cH:10][c:9](-[c:17]3[cH:18][cH:19][cH:20][cH:21][cH:22]3)[cH:14][cH:13]2)[OH:16])[cH:3][cH:4][cH:5][cH:6][cH:7]1. The reactants are COC1=C(C=CC=C1)C1=CC=C2C=NC(=NN21)OS(=O)(=O)C(F)(F)F (Trifluoro-methanesulfonic acid 7-(2-methoxy-phenyl)-pyrrolo[2,1-f][1,2,4]triazin-2-yl ester), C(C)(C)N(C(C)C)CC (N,N-Diisopropylethylamine), NC1=C(C=C(C=C1)C1CCN(CC1)C[C@@H](CO)O)OC ((S)-3-[4-(4-Amino-3-methoxy-phenyl)-piperidin-1-yl]-propane-1,2-diol). The solvent is COCC(C)O (1-methoxy-2-propanol). Conditions: temperature 100 celsius. The product is COC=1C=C(C=CC1NC1=NN2C(C=N1)=CC=C2C2=C(C=CC=C2)OC)C2CCN(CC2)C[C@@H](CO)O ((S)-3-(4-{3-methoxy-4-[7-(2-methoxy-phenyl)-pyrrolo[2,1-f][1,2,4]triazin-2-ylamino]-phenyl}-piperidin-1-yl)-propane-1,2-diol). Isolated yield 26.6%. RXN SMILES: [CH3:1][O:2][C:3]1[CH:8]=[CH:7][CH:6]=[CH:5][C:4]=1[C:9]1[N:17]2[C:12]([CH:13]=[N:14][C:15](OS(C(F)(F)F)(=O)=O)=[N:16]2)=[CH:11][CH:10]=1.C(N(CC)C(C)C)(C)C.[NH2:35][C:36]1[CH:41]=[CH:40][C:39]([CH:42]2[CH2:47][CH2:46][N:45]([CH2:48][C@H:49]([OH:52])[CH2:50][OH:51])[CH2:44][CH2:43]2)=[CH:38][C:37]=1[O:53][CH3:54]>COCC(O)C>[CH3:54][O:53][C:37]1[CH:38]=[C:39]([CH:42]2[CH2:43][CH2:44][N:45]([CH2:48][C@H:49]([OH:52])[CH2:50][OH:51])[CH2:46][CH2:47]2)[CH:40]=[CH:41][C:36]=1[NH:35][C:15]1[N:14]=[CH:13][C:12]2=[CH:11][CH:10]=[C:9]([C:4]3[CH:5]=[CH:6][CH:7]=[CH:8][C:3]=3[O:2][CH3:1])[N:17]2[N:16]=1. Procedure details: Trifluoro-methanesulfonic acid 7-(2-methoxy-phenyl)-pyrrolo[2,1-f][1,2,4]triazin-2-yl ester (320.00 mg, 0.857 mmol), N,N-Diisopropylethylamine (0.779 mL, 4.47 mmol), and (S)-3-[4-(4-Amino-3-methoxy-phenyl)-piperidin-1-yl]-propane-1,2-diol (600.65 mg, 2.142 mmol) were dissolved in 1-methoxy-2-propanol (2.3 mL) and the reaction mixture was heated at 100° C. for 8 h. The reaction mixture was partitioned between dichloromethane and saturated aqueous NaHCO3, and the organic layer was separated and dr... The reactants are C1COC2(CCN(CC2)C2=NC=NC(=C2)OC)O1 (1-(6-methoxypyrimidin4-yl)-4-piperidone ethylene ketal). Solvent: CC(=O)C (acetone), Cl (HCl). The product is COC1=CC(=NC=N1)N1CCC(CC1)=O (1-(6-methoxypyrimidin-4-yl)-4-piperidone). Isolated yield 83.4%. Reaction SMILES: C1O[C:4]2([CH2:9][CH2:8][N:7]([C:10]3[CH:15]=[C:14]([O:16][CH3:17])[N:13]=[CH:12][N:11]=3)[CH2:6][CH2:5]2)[O:3]C1>CC(C)=O.Cl>[CH3:17][O:16][C:14]1[N:13]=[CH:12][N:11]=[C:10]([N:7]2[CH2:8][CH2:9][C:4](=[O:3])[CH2:5][CH2:6]2)[CH:15]=1. Procedure: A solution of 1-(6-methoxypyrimidin4-yl)-4-piperidone ethylene ketal (1.38 g, 5.5 mmol) in acetone (25 ml) and 1 N HCl (25 ml) was stirred for 18 hr. The acetone was removed in vacuo and the mixture made basic with saturated sodium carbonate. The mixture was extracted twice with ethyl acetate. The extracts were combined, dried with brine, and concentrated in vacuo to give 1-(6-methoxypyrimidin-4-yl)-4-piperidone as a white powder (0.95 g, 83.5%, mp: 111-114° C.). Starting materials: N=1C=2C=CC=CC2C=CC1C, O=C(OC(C)(C)C)N1CC(I)C1. Reagents/catalysts: O=S(=O)(O)O, OO, [Fe].O=S(=O)(O)O.O. Run in O, O=S(C)C. Run at temperature 40 celsius, time 1 hour. The product is O=C(OC(C)(C)C)N1CC(C2=CC(=NC=3C=CC=CC32)C)C1. Yield: 50.0%. Procedure: H2O2  (30%  in  H2O;  0.86  mL,  9.0  mmol) was added to a stirred solution of quinaldine 1b (400 mg, 3.0 mmol), concentrated H2SO4 (298 μL,  6.0  mmol),  1-Boc-3-(iodo)azetidine  (1.58  g,  3.0  mmol)  and  iron(II)  sulfate  heptahydrate  (200  mg,  0.8  mmol)  in  DMSO  (30  mL)  at  room  temperature.  After  30  min  a  further  portion  of  iron(II)  sulfate  heptahydrate  (200  mg,  0.8  mmol)  and  H2O2  (30%  in  H2O;  0.86  mL,  9.0  mmol)  was  added  and  the  mixture  was  stirred  ... Starting materials: ClC1=C(C(C2=C(C=CC=C2)Cl)O)C=CC=C1 (2,2'-dichlorobenzhydrol), II, C(CS)(=O)OC (methyl thioglycolate). Yields the product ClC1=C(C=CC=C1)C(SCC(=O)OC)C1=C(C=CC=C1)Cl (methyl [[bis-(2-chlorophenyl)methyl]thio]acetate). Yield: 23.0%. As a reaction SMILES: [Cl:1][C:2]1[CH:16]=[CH:15][CH:14]=[CH:13][C:3]=1[CH:4](O)[C:5]1[CH:10]=[CH:9][CH:8]=[CH:7][C:6]=1[Cl:11].[C:17]([O:21][CH3:22])(=[O:20])[CH2:18][SH:19]>>[Cl:1][C:2]1[CH:16]=[CH:15][CH:14]=[CH:13][C:3]=1[CH:4]([C:5]1[CH:10]=[CH:9][CH:8]=[CH:7][C:6]=1[Cl:11])[S:19][CH2:18][C:17]([O:21][CH3:22])=[O:20]. Procedure details: Following the procedure of Example 4, 2,2'-dichlorobenzhydrol, synthesized in accordance with C. W. N. Cumper, et. al. in J. C. S. Perkins Trans. II (1), 106 (1972)] is reacted with methyl thioglycolate for 4 hours at 50°-60° C. Chromatography on silica gel, eluting with a gradient of 5% ethyl acetate in hexane to 10% ethyl acetate in hexane, gives methyl [[bis-(2-chlorophenyl)methyl]thio]acetate as a white solid in 23% yield: melting point 90°-92° C. The reactants are CCOC(=O)CCNCC(=O)OCC, CC#N, O=C(Cl)OCc1ccccc1, O. The product is CCOC(=O)CCN(CC(=O)OCC)C(=O)OCc1ccccc1. Reaction SMILES: [CH2:1]([CH3:2])[O:3][C:4]([CH2:5][CH2:6][NH:7][CH2:8][C:9](=[O:10])[O:11][CH2:12][CH3:13])=[O:14].[CH3:27][C:28]#[N:29].[Cl:15][C:16](=[O:17])[O:18][CH2:19][c:20]1[cH:21][cH:22][cH:23][cH:24][cH:25]1.[OH2:26]>>[CH2:1]([CH3:2])[O:3][C:4]([CH2:5][CH2:6][N:7]([CH2:8][C:9](=[O:10])[O:11][CH2:12][CH3:13])[C:16](=[O:17])[O:18][CH2:19][c:20]1[cH:21][cH:22][cH:23][cH:24][cH:25]1)=[O:14].